The task is: describe an organic reaction: reactants, conditions, products, and yield. This data is from the Open Reaction Database (ORD), a public repository of structured organic reaction records. The reactants are ClCCl, COc1ccc(F)c(-c2ccc(CO)cc2OC(F)(F)F)c1, O=S(Cl)Cl. The product is COc1ccc(F)c(-c2ccc(CCl)cc2OC(F)(F)F)c1. RXN SMILES: [Cl:27][CH2:28][Cl:29].[F:1][c:2]1[c:3](-[c:10]2[c:11]([O:18][C:19]([F:20])([F:21])[F:22])[cH:12][c:13]([CH2:16][OH:17])[cH:14][cH:15]2)[cH:4][c:5]([O:8][CH3:9])[cH:6][cH:7]1.[S:23]([Cl:24])([Cl:25])=[O:26]>>[F:1][c:2]1[c:3](-[c:10]2[c:11]([O:18][C:19]([F:20])([F:21])[F:22])[cH:12][c:13]([CH2:16][Cl:25])[cH:14][cH:15]2)[cH:4][c:5]([O:8][CH3:9])[cH:6][cH:7]1. RXN SMILES: [C:25](=[O:26])([O-:27])[O-:28].[CH3:32][N:33]([CH3:34])[CH:35]=[O:36].[Cl:1][c:2]1[c:3]([C:4]#[N:5])[cH:6][cH:7][c:8](-[c:10]2[n:11][nH:12][cH:13][c:14]2[C:15]([F:16])([F:17])[F:18])[cH:9]1.[F:19][C:20]([CH2:21][SH:22])([F:23])[F:24].[K+:29].[K+:30].[OH2:31]>>[c:2]1([S:22][CH2:21][C:20]([F:19])([F:23])[F:24])[c:3]([C:4]#[N:5])[cH:6][cH:7][c:8](-[c:10]2[n:11][nH:12][cH:13][c:14]2[C:15]([F:16])([F:17])[F:18])[cH:9]1. The reactants are O=C([O-])[O-], CN(C)C=O, N#Cc1ccc(-c2n[nH]cc2C(F)(F)F)cc1Cl, FC(F)(F)CS, [K+], [K+], O. Product: N#Cc1ccc(-c2n[nH]cc2C(F)(F)F)cc1SCC(F)(F)F. The reactants are BrC1=CC=2N(C=C1)C(=CN2)C(=O)NC2=C(C=CC(=C2)C2=NOC(=N2)C2CC(C2)(F)F)C (7-Bromo-N-(5-(5-(3,3-difluorocyclobutyl)-1,2,4-oxadiazol-3-yl)-2-methylphenyl)imidazo[1,2-a]pyridine-3-carboxamide), C=1C=CC(=CC1)P(C=2C=CC=CC2)C3=CC=C4C=CC=CC4=C3C5=C6C=CC=CC6=CC=C5P(C=7C=CC=CC7)C=8C=CC=CC8 (rac-BINAP), CC(C)(C)[O-].[Na+] (NaOt-Bu), N1CCOCC1 (morphline). The reagents and catalysts are C=1C=CC(=CC1)/C=C/C(=O)/C=C/C2=CC=CC=C2.C=1C=CC(=CC1)/C=C/C(=O)/C=C/C2=CC=CC=C2.C=1C=CC(=CC1)/C=C/C(=O)/C=C/C2=CC=CC=C2.[Pd].[Pd] (Pd2(dba)3). The solvent is C1(=CC=CC=C1)C (toluene). Reaction conditions: temperature 110 celsius. Product: FC1(CC(C1)C1=NC(=NO1)C=1C=CC(=C(C1)NC(=O)C1=CN=C2N1C=CC(=C2)N2CCOCC2)C)F (N-(5-(5-(3,3-difluorocyclobutyl)-1,2,4-oxadiazol-3-yl)-2-methylphenyl)-7-morpholinoimidazo[1,2-a]pyridine-3-carboxamide). Reaction SMILES: Br[C:2]1[CH:7]=[CH:6][N:5]2[C:8]([C:11]([NH:13][C:14]3[CH:19]=[C:18]([C:20]4[N:24]=[C:23]([CH:25]5[CH2:28][C:27]([F:30])([F:29])[CH2:26]5)[O:22][N:21]=4)[CH:17]=[CH:16][C:15]=3[CH3:31])=[O:12])=[CH:9][N:10]=[C:4]2[CH:3]=1.C1C=CC(P(C2C(C3C(P(C4C=CC=CC=4)C4C=CC=CC=4)=CC=C4C=3C=CC=C4)=C3C(C=CC=C3)=CC=2)C2C=CC=CC=2)=CC=1.CC([O-])(C)C.[Na+].[NH:84]1[CH2:89][CH2:88][O:87][CH2:86][CH2:85]1>C1(C)C=CC=CC=1.C1C=CC(/C=C/C(/C=C/C2C=CC=CC=2)=O)=CC=1.C1C=CC(/C=C/C(/C=C/C2C=CC=CC=2)=O)=CC=1.C1C=CC(/C=C/C(/C=C/C2C=CC=CC=2)=O)=CC=1.[Pd].[Pd]>[F:30][C:27]1([F:29])[CH2:28][CH:25]([C:23]2[O:22][N:21]=[C:20]([C:18]3[CH:17]=[CH:16][C:15]([CH3:31])=[C:14]([NH:13][C:11]([C:8]4[N:5]5[CH:6]=[CH:7][C:2]([N:84]6[CH2:89][CH2:88][O:87][CH2:86][CH2:85]6)=[CH:3][C:4]5=[N:10][CH:9]=4)=[O:12])[CH:19]=3)[N:24]=2)[CH2:26]1 |f:2.3,6.7.8.9.10|. Reported procedure: A mixture of 7-bromo-N-(5-(5-(3,3-difluorocyclobutyl)-1,2,4-oxadiazol-3-yl)-2-methylphenyl)imidazo[1,2-a]pyridine-3-carboxamide (42f) (50.0 mg, 0.10 mmol), Pd2(dba)3(9.2 mg, 0.01 mmol), rac-BINAP (18.7 mg, 0.03 mmol), NaOt-Bu (14.4 mg, 0.15 mmol) and morphline (17.4 mg, 0.2 mmol) in toluene (3 mL) was heated at 110° C. overnight. Once complete, the reaction mixture was diluted and extracted with EtOAc. The organic layers were combined, dried over Na2SO4, filtered and concentrated to afford a res... The reactants are C(C)(C)(C)OC(NC1CCC(CC1)NC=1C=2N(C=CN1)C(=CN2)C2=NC(=CC=C2)NC(CNC(=O)OC(C)(C)C)C2=CC=CC=C2)=O ((4-{3-[6-(2-tert-butoxycarbonylamino-1-phenyl-ethylamino)-pyridin-2-yl]-imidazo[1,2-a]pyrazin-8-ylamino}-cyclohexyl)-carbamic acid tert-butyl ester), Cl (HCl). Run in C(C)O (ethanol). Reaction conditions: time 15 hour. Product: NCC(C1=CC=CC=C1)NC1=CC=CC(=N1)C1=CN=C2N1C=CN=C2NC2CCC(CC2)N (N-{3-[6-(2-amino-1-phenyl-ethylamino)-pyridin-2-yl]-imidazo[1,2-a]pyrazin-8-yl}-cyclohexane-1,4-diamine). As a reaction SMILES: C(OC(=O)[NH:7][CH:8]1[CH2:13][CH2:12][CH:11]([NH:14][C:15]2[C:16]3[N:17]([C:21]([C:24]4[CH:29]=[CH:28][CH:27]=[C:26]([NH:30][CH:31]([C:41]5[CH:46]=[CH:45][CH:44]=[CH:43][CH:42]=5)[CH2:32][NH:33]C(OC(C)(C)C)=O)[N:25]=4)=[CH:22][N:23]=3)[CH:18]=[CH:19][N:20]=2)[CH2:10][CH2:9]1)(C)(C)C.Cl>C(O)C>[NH2:33][CH2:32][CH:31]([NH:30][C:26]1[N:25]=[C:24]([C:21]2[N:17]3[CH:18]=[CH:19][N:20]=[C:15]([NH:14][CH:11]4[CH2:12][CH2:13][CH:8]([NH2:7])[CH2:9][CH2:10]4)[C:16]3=[N:23][CH:22]=2)[CH:29]=[CH:28][CH:27]=1)[C:41]1[CH:46]=[CH:45][CH:44]=[CH:43][CH:42]=1. Procedure: To a solution of (4-{3-[6-(2-tert-butoxycarbonylamino-1-phenyl-ethylamino)-pyridin-2-yl]-imidazo[1,2-a]pyrazin-8-ylamino}-cyclohexyl)-carbamic acid tert-butyl ester (0.38 g, crude) in ethanol (4 mL) was added concentrated HCl (8 mL). The reaction mixture was stirred at room temperature for 15 hour and then concentrated under reduced pressure. The residue was purified by prep-HPLC to give N-{3-[6-(2-amino-1-phenyl-ethylamino)-pyridin-2-yl]-imidazo[1,2-a]pyrazin-8-yl}-cyclohexane-1,4-diamine; hydr... The reactants are NC(=O)C1C2C=CC(C2)C1Nc1nc(Cl)ncc1Cl, COc1cc2c(cc1N)CCOC(=O)N2C. The product is COc1cc2c(cc1Nc1ncc(Cl)c(NC3C4C=CC(C4)C3C(N)=O)n1)CCOC(=O)N2C. Reaction SMILES: [Cl:1][c:2]1[n:3][cH:4][c:5]([Cl:19])[c:6]([NH:8][CH:9]2[CH:10]([C:16](=[O:17])[NH2:18])[CH:11]3[CH:12]=[CH:13][CH:14]2[CH2:15]3)[n:7]1.[NH2:20][c:21]1[c:22]([O:34][CH3:35])[cH:23][c:24]2[c:25]([cH:33]1)[CH2:26][CH2:27][O:28][C:29](=[O:32])[N:30]2[CH3:31]>>[c:2]1([NH:20][c:21]2[c:22]([O:34][CH3:35])[cH:23][c:24]3[c:25]([cH:33]2)[CH2:26][CH2:27][O:28][C:29](=[O:32])[N:30]3[CH3:31])[n:3][cH:4][c:5]([Cl:19])[c:6]([NH:8][CH:9]2[CH:10]([C:16](=[O:17])[NH2:18])[CH:11]3[CH:12]=[CH:13][CH:14]2[CH2:15]3)[n:7]1. Starting materials: C(C1=CC=CC=C1)OC(CNC(=O)C=1N=C(C2=CC(=CC=C2C1OCC1=CC=CC=C1)OC1=CC=CC=C1)C)=O ([(4-benzyloxy-1-methyl-7-phenoxy-isoquinoline-3-carbonyl)-amino]-acetic acid benzyl ester), [OH-].[K+] (KOH). Solvent: CCO (EtOH). Reaction conditions: time 18 hour. Yields the product C(C1=CC=CC=C1)OC1=C(N=C(C2=CC(=CC=C12)OC1=CC=CC=C1)C)C(=O)NCC(=O)O ([(4-Benzyloxy-1-methyl-7-phenoxy-isoquinoline-3-carbonyl)-amino]-acetic acid). The yield is 70.1%. As a reaction SMILES: C([O:8][C:9](=[O:40])[CH2:10][NH:11][C:12]([C:14]1[N:15]=[C:16]([CH3:39])[C:17]2[C:22]([C:23]=1[O:24][CH2:25][C:26]1[CH:31]=[CH:30][CH:29]=[CH:28][CH:27]=1)=[CH:21][CH:20]=[C:19]([O:32][C:33]1[CH:38]=[CH:37][CH:36]=[CH:35][CH:34]=1)[CH:18]=2)=[O:13])C1C=CC=CC=1.[OH-].[K+]>CCO>[CH2:25]([O:24][C:23]1[C:22]2[C:17](=[CH:18][C:19]([O:32][C:33]3[CH:38]=[CH:37][CH:36]=[CH:35][CH:34]=3)=[CH:20][CH:21]=2)[C:16]([CH3:39])=[N:15][C:14]=1[C:12]([NH:11][CH2:10][C:9]([OH:40])=[O:8])=[O:13])[C:26]1[CH:27]=[CH:28][CH:29]=[CH:30][CH:31]=1 |f:1.2|. Procedure details: A mixture of [(4-benzyloxy-1-methyl-7-phenoxy-isoquinoline-3-carbonyl)-amino]-acetic acid benzyl ester (160 mg, 0.3 mmol; Example D-81 d), KOH (325 mg, 5 mmol) and EtOH (10 ml) was stirred at ambient temperature for 18 h before the solvent was evaporated in vacuo. To the residue was added water (5 ml) and the mixture was washed with Et2O (2×20 ml). Then the solution was acidified by addition of aqueous 6N HCl and extracted with EtOAc (2×20 ml). The combined organic phases were dried over MgSO4 a...